Task: describe an organic reaction: reactants, conditions, products, and yield. Dataset: the Open Reaction Database (ORD), a public repository of structured organic reaction records Starting materials: BrC=1C(=C(N(C1Br)C)C(=O)O)OC(C)C (4,5-dibromo-3-(1-methylethoxy)-1-methyl-1H-pyrrole-2-carboxylic acid), C(=O)(N1C=NC=C1)N1C=NC=C1 (1,1'-carbonyldiimidazole), NC1=NN=NN1 (5-aminotetrazole). Yields the product BrC=1C(=C(N(C1Br)C)C(=O)NC1=NN=NN1)OC(C)C (4,5-Dibromo-3-(1-methylethoxy)-1-methyl-N-1H-tetrazol-5-yl-1H-pyrrole-2-carboxamide). Isolated yield 51.5%. As a reaction SMILES: [Br:1][C:2]1[C:3]([O:12][CH:13]([CH3:15])[CH3:14])=[C:4]([C:9](O)=[O:10])[N:5]([CH3:8])[C:6]=1[Br:7].C(N1C=CN=C1)(N1C=CN=C1)=O.[NH2:28][C:29]1[NH:33][N:32]=[N:31][N:30]=1>>[Br:1][C:2]1[C:3]([O:12][CH:13]([CH3:15])[CH3:14])=[C:4]([C:9]([NH:28][C:29]2[NH:33][N:32]=[N:31][N:30]=2)=[O:10])[N:5]([CH3:8])[C:6]=1[Br:7]. Procedure: Prepared by the method described in Example 115 from 4,5-dibromo-3-(1-methylethoxy)-1-methyl-1H-pyrrole-2-carboxylic acid (3.5 g, 0.01 moles), 1,1'-carbonyldiimidazole (1.7 g, 0.01 moles), and 5-aminotetrazole (0.87 g, 0.01 moles). Recrystallization from ethyl acetate gave the product (2.1 g); mp 218°-220° C. (dec).